describe an organic reaction: reactants, conditions, products, and yield From a dataset of the Open Reaction Database (ORD), a public repository of structured organic reaction records. Reactants: C1[C@H](C)O1 ((S)-(−)-Propylene Oxide), [N+](=O)([O-])C1=CC=C(C=C1)N1CCNCC1 (1-(4-Nitro-phenyl)-piperazine), C(Cl)Cl.CO (DCM MeOH). Solvent: CO (Methanol). Conditions: time 8 hour. Product: [N+](=O)([O-])C1=CC=C(C=C1)N1CCN(CC1)C[C@H](C)O ((S)-1-[4-(4-Nitro-phenyl)-piperazin-1-yl]-propan-2-ol). Yield: 64.0%. RXN SMILES: [N+:1]([C:4]1[CH:9]=[CH:8][C:7]([N:10]2[CH2:15][CH2:14][NH:13][CH2:12][CH2:11]2)=[CH:6][CH:5]=1)([O-:3])=[O:2].[CH2:16]1[O:19][C@H:17]1[CH3:18].C(Cl)Cl.CO>CO>[N+:1]([C:4]1[CH:5]=[CH:6][C:7]([N:10]2[CH2:15][CH2:14][N:13]([CH2:16][C@@H:17]([OH:19])[CH3:18])[CH2:12][CH2:11]2)=[CH:8][CH:9]=1)([O-:3])=[O:2] |f:2.3|. Procedure details: 1-(4-Nitro-phenyl)-piperazine (2.0 g, 0.0096 mol) was dissolved in Methanol (50.0 mL) and the reaction mixture was placed in a sealed tube. (S)-(−)-Propylene Oxide (0.841 g, 0.0145 mol) was then added at room temperature and the reaction was allowed to stir overnight. The mixture was then reduced en vacuo and the product was isolated by Isco flash column chromatography (DCM/MeOH) to afford 1.63 grams of (S)-1-[4-(4-Nitro-phenyl)-piperazin-1-yl]-propan-2-ol as a yellow solid. (M+H)=266.20. The reactants are O=C(n1ccnc1)n1ccnc1, CN(C)C=O, NS(=O)(=O)C1CC1, CC1(C)Cc2cc(C(=O)O)ccc2NC1c1ccc(F)c(N2CCOCC2)c1, [H-], [Na+]. The product is CC1(C)Cc2cc(C(=O)NS(=O)(=O)C3CC3)ccc2NC1c1ccc(F)c(N2CCOCC2)c1. Reaction SMILES: [C:38]([n:39]1[cH:40][cH:41][n:42][cH:43]1)([n:44]1[cH:45][cH:46][n:47][cH:48]1)=[O:49].[CH3:50][N:51]([CH3:52])[CH:53]=[O:54].[CH:1]1([S:4](=[O:5])(=[O:6])[NH2:7])[CH2:2][CH2:3]1.[F:10][c:11]1[c:12]([N:32]2[CH2:33][CH2:34][O:35][CH2:36][CH2:37]2)[cH:13][c:14]([CH:17]2[NH:18][c:19]3[cH:20][cH:21][c:22]([C:29](=[O:30])[OH:31])[cH:23][c:24]3[CH2:25][C:26]2([CH3:27])[CH3:28])[cH:15][cH:16]1.[H-:8].[Na+:9]>>[CH:1]1([S:4](=[O:5])(=[O:6])[NH:7][C:29]([c:22]2[cH:21][cH:20][c:19]3[c:24]([cH:23]2)[CH2:25][C:26]([CH3:27])([CH3:28])[CH:17]([c:14]2[cH:13][c:12]([N:32]4[CH2:33][CH2:34][O:35][CH2:36][CH2:37]4)[c:11]([F:10])[cH:16][cH:15]2)[NH:18]3)=[O:30])[CH2:2][CH2:3]1.